This data is from the Open Reaction Database (ORD), a public repository of structured organic reaction records. The task is: describe an organic reaction: reactants, conditions, products, and yield Reactants: CO, CCOC(C)=O, O=[N+]([O-])c1ccc2c(cnn2Cc2ccccn2)c1. Yields the product Nc1ccc2c(cnn2Cc2ccccn2)c1. Reaction SMILES: [CH3:20][OH:21].[CH3:22][CH2:23][O:24][C:25]([CH3:26])=[O:27].[N+:1]([O-:2])(=[O:3])[c:4]1[cH:5][c:6]2[cH:7][n:8][n:9]([CH2:13][c:14]3[n:15][cH:16][cH:17][cH:18][cH:19]3)[c:10]2[cH:11][cH:12]1>>[NH2:1][c:4]1[cH:5][c:6]2[cH:7][n:8][n:9]([CH2:13][c:14]3[n:15][cH:16][cH:17][cH:18][cH:19]3)[c:10]2[cH:11][cH:12]1. The reactants are N1=CC=CC=C1 (pyridine), ClCCl (dichloromethane), C(C)OC(C(CC1=CC(=NO1)C1N(CCC1)C(CC1=CC=C(C=C1)N)=O)NC(=O)OCC=C)=O (2-allyloxycarbonylamino-3-(3-{1-[(4-amino-phenyl)-acetyl]-pyrrolidin-2-yl}-isoxazol-5-yl)-propionic acid ethyl ester), ClC1=C(C(=O)Cl)C(=CC=C1)Cl (2,6-dichlorobenzoylchloride). The solvent is C(C)(=O)OCC (ethyl acetate). Run at time 15 minute. Product: C(C=C)OC(=O)NC(C(=O)O)CC1=CC(=NO1)C1N(CCC1)C(CC1=CC=C(C=C1)NC(C1=C(C=CC=C1Cl)Cl)=O)=O (2-Allyloxycarbonylamino-3-[3-(1-{[4-(2,6-dichloro-benzoylamino)-phenyl]-acetyl}-pyrrolidin-2-yl)-isoxazol-5-yl]-propionic acid). Isolated yield 80.3%. As a reaction SMILES: ClCCl.C([O:6][C:7](=[O:37])[CH:8]([NH:30][C:31]([O:33][CH2:34][CH:35]=[CH2:36])=[O:32])[CH2:9][C:10]1[O:14][N:13]=[C:12]([CH:15]2[CH2:19][CH2:18][CH2:17][N:16]2[C:20](=[O:29])[CH2:21][C:22]2[CH:27]=[CH:26][C:25]([NH2:28])=[CH:24][CH:23]=2)[CH:11]=1)C.[Cl:38][C:39]1[CH:47]=[CH:46][CH:45]=[C:44]([Cl:48])[C:40]=1[C:41](Cl)=[O:42].N1C=CC=CC=1>C(OCC)(=O)C>[CH2:34]([O:33][C:31]([NH:30][CH:8]([CH2:9][C:10]1[O:14][N:13]=[C:12]([CH:15]2[CH2:19][CH2:18][CH2:17][N:16]2[C:20](=[O:29])[CH2:21][C:22]2[CH:23]=[CH:24][C:25]([NH:28][C:41](=[O:42])[C:40]3[C:39]([Cl:38])=[CH:47][CH:46]=[CH:45][C:44]=3[Cl:48])=[CH:26][CH:27]=2)[CH:11]=1)[C:7]([OH:6])=[O:37])=[O:32])[CH:35]=[CH2:36]. Procedure: A dichloromethane (1 mL) solution 2-allyloxycarbonylamino-3-(3-{1-[(4-amino-phenyl)-acetyl]-pyrrolidin-2-yl}-isoxazol-5-yl)-propionic acid ethyl ester (80 mg, 0.170 mmol) was cooled to 0° C. and 2,6-dichlorobenzoylchloride (39 mg, 0.187 mmol) was added. The mixture was stirred for 15 minutes then pyridine (28 μL, 0.34 mmol) was added. The reaction was slowly warmed to room temperature and stirred overnight. The reaction was diluted with ethyl acetate and washed with water, 1M sodium hydroxide an... Reactants: BrC(C(=O)C1=C2CCC(NC2=C(C=C1)OC)=O)CC (5-(α-bromobutyryl)-8-methoxy-3,4-dihydrocarbostyril), N1CCOCC1 (morpholine), C([O-])(O)=O.[Na+] (sodium bicarbonate). Solvent: C1=CC=CC=C1 (benzene), O (water). Yields the product O1CCN(CC1)C(C(=O)C1=C2CCC(NC2=C(C=C1)O)=O)CC (5-(α-morpholinobutyryl)-8-hydroxy-3,4-dihydrocarbostyril). As a reaction SMILES: Br[CH:2]([CH2:18][CH3:19])[C:3]([C:5]1[CH:14]=[CH:13][C:12]([O:15]C)=[C:11]2[C:6]=1[CH2:7][CH2:8][C:9](=[O:17])[NH:10]2)=[O:4].[NH:20]1[CH2:25][CH2:24][O:23][CH2:22][CH2:21]1.C(=O)(O)[O-].[Na+]>C1C=CC=CC=1.O>[O:23]1[CH2:24][CH2:25][N:20]([CH:2]([CH2:18][CH3:19])[C:3]([C:5]2[CH:14]=[CH:13][C:12]([OH:15])=[C:11]3[C:6]=2[CH2:7][CH2:8][C:9](=[O:17])[NH:10]3)=[O:4])[CH2:21][CH2:22]1 |f:2.3|. Procedure details: g of 5-(α-bromobutyl)-8-hydroxy-3,4-dihydrocarbostyril (IV) was suspended in 30 ml of benzene, and 4.2 ml of morpholine (III) was added to the suspension followed by allowing the mixture to react for 4 hours while heating under refluxing. The reaction mixture was filtered and the filtrate was washed with water followed by concentration under reduced pressure to remove any remaining water. The resulting residue was dissolved in 50 ml of isopropanol, and the solution was adjusted to a pH of 2-3 wi... The reactants are COc1ccc(F)cc1C(C)(C)CC(O)(CNc1cc(C)cc2c1cnn2-c1cccc(C(=O)O)c1)C(F)(F)F, NC(=O)C1CCCN1. The product is COc1ccc(F)cc1C(C)(C)CC(O)(CNc1cc(C)cc2c1cnn2-c1cccc(C(=O)N2CCCC2C(N)=O)c1)C(F)(F)F. RXN SMILES: [F:1][c:2]1[cH:3][cH:4][c:5]([O:39][CH3:40])[c:6]([C:8]([CH2:9][C:10]([CH2:11][NH:12][c:13]2[c:14]3[cH:15][n:16][n:17](-[c:23]4[cH:24][c:25]([C:26](=[O:27])[OH:28])[cH:29][cH:30][cH:31]4)[c:18]3[cH:19][c:20]([CH3:22])[cH:21]2)([C:32]([F:33])([F:34])[F:35])[OH:36])([CH3:37])[CH3:38])[cH:7]1.[NH:41]1[CH:42]([C:43](=[O:44])[NH2:45])[CH2:46][CH2:47][CH2:48]1>>[F:1][c:2]1[cH:3][cH:4][c:5]([O:39][CH3:40])[c:6]([C:8]([CH2:9][C:10]([CH2:11][NH:12][c:13]2[c:14]3[cH:15][n:16][n:17](-[c:23]4[cH:24][c:25]([C:26](=[O:27])[N:41]5[CH:42]([C:43](=[O:44])[NH2:45])[CH2:46][CH2:47][CH2:48]5)[cH:29][cH:30][cH:31]4)[c:18]3[cH:19][c:20]([CH3:22])[cH:21]2)([C:32]([F:33])([F:34])[F:35])[OH:36])([CH3:37])[CH3:38])[cH:7]1. The reactants are BrC=1C=NC=CC1CC1C(C2=CC=C(C=C2CC1)OC)=O (2-[(3-bromo-4-pyridyl)methyl]-6-methoxy-tetralin-1-one), C(C)OC(=C)[Sn](CCCC)(CCCC)CCCC ((1-ethoxyvinyl)tri(n-butyl)stannane), Cl (HCl). The reagents and catalysts are C=1C=CC(=CC1)/C=C/C(=O)/C=C/C2=CC=CC=C2.C=1C=CC(=CC1)/C=C/C(=O)/C=C/C2=CC=CC=C2.[Pd] (Pd(dba)2), C1=CC=C(C=C1)P(C2=CC=CC=C2)C3=CC=CC=C3 (PPh3). The solvent is C1(=CC=CC=C1)C (toluene), C1(=CC=CC=C1)C (toluene). Reaction conditions: temperature 110 celsius, time 8 hour. The product is C(C)(=O)C=1C=NC=CC1CC1C(C2=CC=C(C=C2CC1)OC)=O (2-[(3-acetyl-4-pyridyl)methyl]-6-methoxy-tetralin-1-one). Isolated yield 53.1%. Reaction SMILES: Br[C:2]1[CH:3]=[N:4][CH:5]=[CH:6][C:7]=1[CH2:8][CH:9]1[CH2:18][CH2:17][C:16]2[C:11](=[CH:12][CH:13]=[C:14]([O:19][CH3:20])[CH:15]=2)[C:10]1=[O:21].[CH2:22]([O:24]C([Sn](CCCC)(CCCC)CCCC)=C)[CH3:23].Cl>C1(C)C=CC=CC=1.C1C=CC(/C=C/C(/C=C/C2C=CC=CC=2)=O)=CC=1.C1C=CC(/C=C/C(/C=C/C2C=CC=CC=2)=O)=CC=1.[Pd].C1C=CC(P(C2C=CC=CC=2)C2C=CC=CC=2)=CC=1>[C:22]([C:2]1[CH:3]=[N:4][CH:5]=[CH:6][C:7]=1[CH2:8][CH:9]1[CH2:18][CH2:17][C:16]2[C:11](=[CH:12][CH:13]=[C:14]([O:19][CH3:20])[CH:15]=2)[C:10]1=[O:21])(=[O:24])[CH3:23] |f:4.5.6|. Procedure details: A toluene solution (9 mL) of compound 99 (1.0 g, 2.89 mmol), Pd(dba)2 (70 mg, 0.12 mmol) and PPh3 (30 mg, 0.12 mmol) was stirred at room temperature under argon for 15 min. Then, (1-ethoxyvinyl)tri(n-butyl)stannane (1.08 mL, 3.18 mmol) in toluene (6 mL) was added and the resulting mixture was stirred overnight at 110° C., cooled to room temperature and filtered on Celite, washed with EtOAc and concentrated under reduced pressure. Purification on silica gel (Petroleum ether 100% to EtOAc 100%) af... Starting materials: COc1cc(Nc2ncc3ccn(-c4cccc(C(=O)Cl)c4)c3n2)cc(OC)c1OC, CN, ClCCl. Product: CNC(=O)c1cccc(-n2ccc3cnc(Nc4cc(OC)c(OC)c(OC)c4)nc32)c1. As a reaction SMILES: [CH3:1][O:2][c:3]1[cH:4][c:5]([NH:13][c:14]2[n:15][cH:16][c:17]3[c:18]([n:19]2)[n:20](-[c:23]2[cH:24][c:25]([C:26](=[O:27])[Cl:28])[cH:29][cH:30][cH:31]2)[cH:21][cH:22]3)[cH:6][c:7]([O:11][CH3:12])[c:8]1[O:9][CH3:10].[CH3:32][NH2:33].[Cl:34][CH2:35][Cl:36]>>[CH3:1][O:2][c:3]1[cH:4][c:5]([NH:13][c:14]2[n:15][cH:16][c:17]3[c:18]([n:19]2)[n:20](-[c:23]2[cH:24][c:25]([C:26](=[O:27])[NH:33][CH3:32])[cH:29][cH:30][cH:31]2)[cH:21][cH:22]3)[cH:6][c:7]([O:11][CH3:12])[c:8]1[O:9][CH3:10]. The reactants are FC=1C=CC=C2C(COCC12)=O (8-fluoro-1H-isochromen-4(3H)-one), FC=1C=CC=C2C(CCOC12)N (8-fluorochroman-4-amine). Product: FC=1C=CC=C2C(COCC12)N (8-Fluoro-3,4-dihydro-1H-isochromen-4-amine). As a reaction SMILES: [F:1][C:2]1[CH:3]=[CH:4][CH:5]=[C:6]2[C:11]=1[CH2:10][O:9][CH2:8][C:7]2=O.FC1C=CC=C2C=1OCCC2[NH2:24]>>[F:1][C:2]1[CH:3]=[CH:4][CH:5]=[C:6]2[C:11]=1[CH2:10][O:9][CH2:8][CH:7]2[NH2:24]. Reported procedure: The title compound was prepared from 8-fluoro-1H-isochromen-4(3H)-one via the procedure described above for the synthesis of 8-fluorochroman-4-amine. The product is CS(=O)[CH2-].[Na+] (Sodium (methylsulphinyl)methanide), CN1N=CC=2C(NC3=C(NC12)C=C(C=C3)C)=O (3,6-Dimethyl-4,9-dihydro-3H-2,3,4,9-tetraaza-benzo[f]azulen-10-one). Yield: 38.0%. As a reaction SMILES: [H-].[Na+:2].C(O[C:6]([C:8]1[CH:9]=[N:10][N:11]([CH3:22])[C:12]=1[NH:13][C:14]1[CH:19]=[CH:18][C:17](C)=[CH:16][C:15]=1[NH2:21])=[O:7])C.[CH3:23][S:24]([CH3:26])=[O:25]>>[CH3:23][S:24]([CH2-:26])=[O:25].[Na+:2].[CH3:22][N:11]1[C:12]2[NH:13][C:14]3[CH:19]=[C:18]([CH3:23])[CH:17]=[CH:16][C:15]=3[NH:21][C:6](=[O:7])[C:8]=2[CH:9]=[N:10]1 |f:0.1,4.5|. Reactants: ice, [H-].[Na+] (sodium hydride), CS(=O)C (dimethyl sulphoxide), C(C)OC(=O)C=1C=NN(C1NC1=C(C=C(C=C1)C)N)C (5-(2-amino-4-methyl-phenylamino)-1-methyl-1H-pyrazole-4-carboxylic acid ethyl ester), CS(=O)C (dimethyl sulphoxide). Run at temperature 65 celsius, time 30 minute. Reported procedure: Sodium (methylsulphinyl)methanide (22.7 mmol) was prepared from sodium hydride (60% dispersion in oil, 912 mg, 22.7 mmol) and anhydrous dimethyl sulphoxide (5.5 ml) by heating at 65° C. until a solution was observed. To this was added a solution of 5-(2-amino-4-methyl-phenylamino)-1-methyl-1H-pyrazole-4-carboxylic acid ethyl ester from Example E2.2 (3.56 g, 13.0 mmol) in anhydrous dimethyl sulphoxide (10 ml), and stirring continued at 65° C. for 30 min. The mixture was then poured into ice (200 ... Reactants: CC1(C)CC(=C(c2ccc(O)cc2)c2ccc(Br)cc2)CC(C)(C)C1, O=C([O-])[O-], CC1(C)CC(=C(c2ccc(O)cc2)c2ccc(-c3ccc(S(C)(=O)=O)cc3)cc2)CC(C)(C)C1, Cc1noc(C)c1B(O)O, [Na+], [Na+], O, Cl[Pd]Cl, c1ccc(P(c2ccccc2)c2ccccc2)cc1, c1ccc(P(c2ccccc2)c2ccccc2)cc1. Yields the product Cc1noc(C)c1-c1ccc(C(=C2CC(C)(C)CC(C)(C)C2)c2ccc(O)cc2)cc1. As a reaction SMILES: [Br:35][c:36]1[cH:37][cH:38][c:39]([C:40](=[C:41]2[CH2:42][C:43]([CH3:44])([CH3:45])[CH2:46][C:47]([CH3:48])([CH3:49])[CH2:50]2)[c:51]2[cH:52][cH:53][c:54]([OH:55])[cH:56][cH:57]2)[cH:58][cH:59]1.[C:70](=[O:71])([O-:72])[O-:73].[CH3:1][S:2]([c:3]1[cH:4][cH:5][c:6](-[c:11]2[cH:12][cH:13][c:14]([C:17]([c:18]3[cH:19][cH:20][c:21]([OH:24])[cH:22][cH:23]3)=[C:25]3[CH2:26][C:27]([CH3:33])([CH3:34])[CH2:28][C:29]([CH3:31])([CH3:32])[CH2:30]3)[cH:15][cH:16]2)[cH:7][cH:8]1)(=[O:9])=[O:10].[CH3:60][c:61]1[n:62][o:63][c:64]([CH3:69])[c:65]1[B:66]([OH:67])[OH:68].[Na+:74].[Na+:75].[OH2:117].[Pd:76]([Cl:77])[Cl:78].[c:79]1([P:80]([c:81]2[cH:82][cH:83][cH:84][cH:85][cH:86]2)[c:87]2[cH:88][cH:89][cH:90][cH:91][cH:92]2)[cH:93][cH:94][cH:95][cH:96][cH:97]1.[c:98]1([P:99]([c:100]2[cH:101][cH:102][cH:103][cH:104][cH:105]2)[c:106]2[cH:107][cH:108][cH:109][cH:110][cH:111]2)[cH:112][cH:113][cH:114][cH:115][cH:116]1>>[c:11]1(-[c:65]2[c:61]([CH3:60])[n:62][o:63][c:64]2[CH3:69])[cH:12][cH:13][c:14]([C:17]([c:18]2[cH:19][cH:20][c:21]([OH:24])[cH:22][cH:23]2)=[C:25]2[CH2:26][C:27]([CH3:33])([CH3:34])[CH2:28][C:29]([CH3:31])([CH3:32])[CH2:30]2)[cH:15][cH:16]1.